Dataset: the Open Reaction Database (ORD), a public repository of structured organic reaction records. Task: describe an organic reaction: reactants, conditions, products, and yield Starting materials: [Si](C)(C)(C(C)(C)C)OCCNC(=O)C=1C=NN(C1)C1=CC=C(C=C1)OCCCN1[C@@H](CCC1)C (N-{2-(tert-butyldimethylsilyloxy)ethyl}-1-(4-{3-[(2R)-2-methylpyrrolidin-1-yl]propoxy}phenyl)-1H-pyrazole-4-carboxamide), [H-].[Na+] (sodium hydride), BrCC(=O)OC(C)(C)C (tert-butyl 2-bromoacetate). Run in O (water), CN(C=O)C (N,N-dimethylformamide). Conditions: time 20 minute. Product: [Si](C)(C)(C(C)(C)C)OCCN(CC(=O)OC(C)(C)C)C(=O)C=1C=NN(C1)C1=CC=C(C=C1)OCCCN1[C@@H](CCC1)C (tert-butyl N-{2-(tert-butyldimethylsilyloxy)ethyl}-N-{[1-(4-{3-[(2R)-2-methylpyrrolidin-1-yl]propoxy}phenyl)-1H-pyrazol-4-yl]carbonyl}glycinate). Yield: 25.5%. RXN SMILES: [Si:1]([O:8][CH2:9][CH2:10][NH:11][C:12]([C:14]1[CH:15]=[N:16][N:17]([C:19]2[CH:24]=[CH:23][C:22]([O:25][CH2:26][CH2:27][CH2:28][N:29]3[CH2:33][CH2:32][CH2:31][C@H:30]3[CH3:34])=[CH:21][CH:20]=2)[CH:18]=1)=[O:13])([C:4]([CH3:7])([CH3:6])[CH3:5])([CH3:3])[CH3:2].[H-].[Na+].Br[CH2:38][C:39]([O:41][C:42]([CH3:45])([CH3:44])[CH3:43])=[O:40]>CN(C)C=O.O>[Si:1]([O:8][CH2:9][CH2:10][N:11]([C:12]([C:14]1[CH:15]=[N:16][N:17]([C:19]2[CH:20]=[CH:21][C:22]([O:25][CH2:26][CH2:27][CH2:28][N:29]3[CH2:33][CH2:32][CH2:31][C@H:30]3[CH3:34])=[CH:23][CH:24]=2)[CH:18]=1)=[O:13])[CH2:38][C:39]([O:41][C:42]([CH3:45])([CH3:44])[CH3:43])=[O:40])([C:4]([CH3:7])([CH3:5])[CH3:6])([CH3:3])[CH3:2] |f:1.2|. Procedure details: To a solution of N-{2-(tert-butyldimethylsilyloxy)ethyl}-1-(4-{3-[(2R)-2-methylpyrrolidin-1-yl]propoxy}phenyl)-1H-pyrazole-4-carboxamide prepared in Example 67-(1) (0.700 g) in N,N-dimethylformamide (5.0 mL), sodium hydride (55% in mineral oil, 0.058 g) was added and stirred at room temperature for 20 minutes. To the reaction mixture, tert-butyl 2-bromoacetate (0.281 g) was added and stirred for 30 minutes. The reaction mixture was diluted with water and extracted with ethyl acetate. The organic... Starting materials: BrCC=1C=C(C=CC1)C1=CC=CC=C1 (3-(bromomethyl)biphenyl), [H-].[Na+] (NaH), COC=1C(=C(N=NC1)C1=CC=NN1C1=CC=CC=C1)O (5-Methoxy-3-(1-phenyl-1H-pyrazol-5-yl)pyridazin-4-ol). Reagents/catalysts: [I-].C(CCC)[N+](CCCC)(CCCC)CCCC (tetrabutylammoniumiodide). Solvent: CN(C)C=O (DMF), O (water). Reaction conditions: time 20 minute. The product is C1(=CC(=CC=C1)CN1N=C(C(C(=C1)OC)=O)C1=CC=NN1C1=CC=CC=C1)C1=CC=CC=C1 (1-(biphenyl-3-ylmethyl)-5-methoxy-3-(1-phenyl-1H-pyrazol-5-yl)pyridazin-4(1H)-one). The yield is 49.7%. RXN SMILES: [CH3:1][O:2][C:3]1[C:4]([OH:20])=[C:5]([C:9]2[N:13]([C:14]3[CH:19]=[CH:18][CH:17]=[CH:16][CH:15]=3)[N:12]=[CH:11][CH:10]=2)[N:6]=[N:7][CH:8]=1.[H-].[Na+].Br[CH2:24][C:25]1[CH:26]=[C:27]([C:31]2[CH:36]=[CH:35][CH:34]=[CH:33][CH:32]=2)[CH:28]=[CH:29][CH:30]=1>CN(C=O)C.[I-].C([N+](CCCC)(CCCC)CCCC)CCC.O>[C:27]1([C:31]2[CH:32]=[CH:33][CH:34]=[CH:35][CH:36]=2)[CH:28]=[CH:29][CH:30]=[C:25]([CH2:24][N:7]2[CH:8]=[C:3]([O:2][CH3:1])[C:4](=[O:20])[C:5]([C:9]3[N:13]([C:14]4[CH:19]=[CH:18][CH:17]=[CH:16][CH:15]=4)[N:12]=[CH:11][CH:10]=3)=[N:6]2)[CH:26]=1 |f:1.2,5.6|. Procedure details: 5-Methoxy-3-(1-phenyl-1H-pyrazol-5-yl)pyridazin-4-ol (0.0478 g) was dissolved in DMF (3.6 mL), NaH (0.0078 g, 60%, in oil) and tetrabutylammoniumiodide (0.0131 g) were added at 0° C., and the mixture was stirred at the same temperature for 20 min. To the reaction mixture was added 3-(bromomethyl)biphenyl (0.0462 g) at 0° C., and the mixture was stirred at room temperature for 2.5 days. The reaction mixture was diluted with water, extracted with ethyl acetate, washed with brine, dried over anhydr... The reactants are ClC1=CC(=C(C=C1)C1=CC(=NC=C1C(=O)NC)C)F (4-(4-chloro-2-fluorophenyl)-N,6-dimethylnicotinamide), [H-].[Na+] (NaH). Run in O (water), O1CCCC1 (tetrahydrofuran). Conditions: time 15 hour. Yields the product ClC=1C=CC2=C(N(C(C3=CN=C(C=C23)C)=O)C)C1 (8-chloro-2,6 dimethylbenzo[c][2,7]naphthyridin-5(6H)-one). Isolated yield 81.2%. As a reaction SMILES: [Cl:1][C:2]1[CH:7]=[CH:6][C:5]([C:8]2[C:13]([C:14]([NH:16][CH3:17])=[O:15])=[CH:12][N:11]=[C:10]([CH3:18])[CH:9]=2)=[C:4](F)[CH:3]=1.[H-].[Na+]>O1CCCC1.O>[Cl:1][C:2]1[CH:7]=[CH:6][C:5]2[C:8]3[C:13](=[CH:12][N:11]=[C:10]([CH3:18])[CH:9]=3)[C:14](=[O:15])[N:16]([CH3:17])[C:4]=2[CH:3]=1 |f:1.2|. Procedure: To a solution of 4-(4-chloro-2-fluorophenyl)-N,6-dimethylnicotinamide (520 mg, 1.86 mmol) in tetrahydrofuran (20 mL) at 0° C. was added NaH (224 mg, 5.60 mmol). The reaction mixture was brought to room temperature gradually and stirred at room temperature for 15 h. The reaction mixture was diluted with water (50 mL) and extracted with ethyl acetate (100 mL). The organic layer was separated, dried over Na2SO4 and concentrated under reduced pressure to afford 8-chloro-2,6 dimethylbenzo[c][2,7]naph... The reactants are NC1CCCc2ccccc21, O=Cc1cccc(Sc2ccc([N+](=O)[O-])cc2)c1. Product: O=[N+]([O-])c1ccc(Sc2cccc(CNC3CCCc4ccccc43)c2)cc1. As a reaction SMILES: [CH:19]1([NH2:29])[CH2:20][CH2:21][CH2:22][c:23]2[cH:24][cH:25][cH:26][cH:27][c:28]21.[N+:1](=[O:2])([O-:3])[c:4]1[cH:5][cH:6][c:7]([S:10][c:11]2[cH:12][c:13]([CH:14]=[O:15])[cH:16][cH:17][cH:18]2)[cH:8][cH:9]1>>[N+:1](=[O:2])([O-:3])[c:4]1[cH:5][cH:6][c:7]([S:10][c:11]2[cH:12][c:13]([CH2:14][NH:29][CH:19]3[CH2:20][CH2:21][CH2:22][c:23]4[cH:24][cH:25][cH:26][cH:27][c:28]43)[cH:16][cH:17][cH:18]2)[cH:8][cH:9]1. Reactants: C(C1=CC=CC=C1)(=O)OCCOCN1C2=NC=NC(=C2N=C1)Cl (9-[(2-benzoyloxyethoxy)-methyl]-6-chloropurine), Cl (hydrochloride), C1(CCCC1)NCC1=C(C=CC(=C1)C)C (N-cyclopentyl-(2,5-dimethylbenzyl)-amine), C(CCC)O (butanol). The solvent is C(C)(=O)OCC (ethyl acetate). Yields the product Cl.C1(CCCC1)N(CC1=C(C=CC(=C1)C)C)C1=C2N=CN(C2=NC=N1)COCCO (6-[N-Cyclopentyl-N-(2,5-dimethylbenzyl)-amino]-9-[(2-hydroxyethoxy)-methyl]-purine hydrochloride). Yield: 75.0%. As a reaction SMILES: C([O:9][CH2:10][CH2:11][O:12][CH2:13][N:14]1[CH:22]=[N:21][C:20]2[C:15]1=[N:16][CH:17]=[N:18][C:19]=2[Cl:23])(=O)C1C=CC=CC=1.[CH:24]1([NH:29][CH2:30][C:31]2[CH:36]=[C:35]([CH3:37])[CH:34]=[CH:33][C:32]=2[CH3:38])[CH2:28][CH2:27][CH2:26][CH2:25]1.C(O)CCC.Cl>C(OCC)(=O)C>[ClH:23].[CH:24]1([N:29]([C:19]2[N:18]=[CH:17][N:16]=[C:15]3[C:20]=2[N:21]=[CH:22][N:14]3[CH2:13][O:12][CH2:11][CH2:10][OH:9])[CH2:30][C:31]2[CH:36]=[C:35]([CH3:37])[CH:34]=[CH:33][C:32]=2[CH3:38])[CH2:28][CH2:27][CH2:26][CH2:25]1 |f:5.6|. Reported procedure: A mixture of 9.0 g. (27 mmole) 9-[(2-benzoyloxyethoxy)-methyl]-6-chloropurine, 16.5 g. (81 mmole) N-cyclopentyl-(2,5-dimethylbenzyl)-amine and 130 ml. butanol is heated under reflux for 16 hours. The reaction mixture is evaporated, the residue is taken up in dichloromethane, washed with dilute acetic acid and subsequently with water, dried over anhydrous sodium sulphate, evaporated, mixed with a solution of 3.3 g. sodium in 200 ml. methanol, heated under reflux for 3 hours, evaporated and the re... Starting materials: CCO, O=C(c1ccc([N+](=O)[O-])cc1)N1CCCc2ccccc21. The product is Nc1ccc(C(=O)N2CCCc3ccccc32)cc1. RXN SMILES: [CH3:22][CH2:23][OH:24].[N+:1]([O-:2])(=[O:3])[c:4]1[cH:5][cH:6][c:7]([C:8](=[O:9])[N:10]2[CH2:11][CH2:12][CH2:13][c:14]3[cH:15][cH:16][cH:17][cH:18][c:19]32)[cH:20][cH:21]1>>[NH2:1][c:4]1[cH:5][cH:6][c:7]([C:8](=[O:9])[N:10]2[CH2:11][CH2:12][CH2:13][c:14]3[cH:15][cH:16][cH:17][cH:18][c:19]32)[cH:20][cH:21]1. Reactants: C(C)OC(=O)C=1N=CN2C3=C(C(=NC(C12)C)C1=CC=CC=C1)C=C(C=C3)Br (8-Bromo-4-methyl-6-phenyl-4H-2,5,10b-triaza-benzo [e]azulene-3-carboxylic acid ethyl ester), C[Si](C)(C)C#C (trimethylsilylacetylene). Reagents/catalysts: CC(=O)[O-].CC(=O)[O-].C1=CC=C(C=C1)P(C2=CC=CC=C2)C3=CC=CC=C3.C1=CC=C(C=C1)P(C2=CC=CC=C2)C3=CC=CC=C3.[Pd+2] (bis(triphenylphosphine)palladium(II) acetate). Solvent: C(C)#N (acetonitrile), TEA. Product: C(C)OC(=O)C=1N=CN2C3=C(C(=NC(C12)C)C1=CC=CC=C1)C=C(C=C3)C#C[Si](C)(C)C (4-Methyl-6-phenyl-8-trimethylsilanylethynyl-4H-2,5,10b-triaza-benzo[e]azulene-3-carboxylic acid ethyl ester). Isolated yield 83.3%. As a reaction SMILES: [CH2:1]([O:3][C:4]([C:6]1[N:7]=[CH:8][N:9]2[C:15]=1[CH:14]([CH3:16])[N:13]=[C:12]([C:17]1[CH:22]=[CH:21][CH:20]=[CH:19][CH:18]=1)[C:11]1[CH:23]=[C:24](Br)[CH:25]=[CH:26][C:10]2=1)=[O:5])[CH3:2].[CH3:28][Si:29]([C:32]#[CH:33])([CH3:31])[CH3:30]>C(#N)C.CC([O-])=O.CC([O-])=O.C1C=CC(P(C2C=CC=CC=2)C2C=CC=CC=2)=CC=1.C1C=CC(P(C2C=CC=CC=2)C2C=CC=CC=2)=CC=1.[Pd+2]>[CH2:1]([O:3][C:4]([C:6]1[N:7]=[CH:8][N:9]2[C:15]=1[CH:14]([CH3:16])[N:13]=[C:12]([C:17]1[CH:22]=[CH:21][CH:20]=[CH:19][CH:18]=1)[C:11]1[CH:23]=[C:24]([C:33]#[C:32][Si:29]([CH3:31])([CH3:30])[CH3:28])[CH:25]=[CH:26][C:10]2=1)=[O:5])[CH3:2] |f:3.4.5.6.7|. Procedure details: A mixture of ester 112 (3.0 g, 7.07 mmol) and bis(triphenylphosphine)palladium(II) acetate (0.42 g, 0.57 mmol) was dissolved in a mixed solvent system of acetonitrile (80 mL) and TEA (120 mL). The mixture was degassed under vacuum and argon gas was added, after which trimethylsilylacetylene (2 mL, 14.14 mmol) was added into the mixture. The mixture was degassed again under vacuum (argon) and heated to reflux. The mixture was heated at reflux until analysis by TLC (EtOAc) indicated that all of th...